From a dataset of the Open Reaction Database (ORD), a public repository of structured organic reaction records. describe an organic reaction: reactants, conditions, products, and yield Starting materials: Cl[C@H]1CN(CCC1)CCC1=CC=C(C=C1)N1CCCC1 ((R)-3-chloro-1-(4-pyrrolidinophenethyl)piperidine), C(O)([O-])=O.[Na+] (sodium hydrogencarbonate), [H-].[Na+] (sodium hydride), FC1=CC2=C(NC3=C(OC2)C=CC=C3)C=C1 (2-Fluoro-5,11-dihydrodibenzo[b,e][1,4]oxazepine). Reaction conditions: time 30 minute. Yields the product FC1=CC2=C(N(C3=C(OC2)C=CC=C3)C[C@@H]3N(CCC3)CCC3=CC=C(C=C3)N3CCCC3)C=C1 ((R)-2-fluoro-5,11-dihydro-5-[1-(4-pyrrolidinophenethyl)pyrrolidin-2-ylmethyl]dibenzo[b,e][1,4]oxazepine). Procedure details: 60% sodium hydride (348 mg, 8.7 mmol) was washed with hexane in argon stream and then suspended in dimethyl sulfoxide (50 ml), and the obtained suspension was stirred at room temperature for 30 minutes. 2-Fluoro-5,11-dihydrodibenzo[b,e][1,4]oxazepine (1.70 g, 7.90 mmol) was added to the suspension, and they were.stirred at room temperature for 30 minutes and then at 50° C. for additional 30 minutes. A solution of (R)-3-chloro-1-(4-pyrrolidinophenethyl)piperidine (2.64 g, 9.02 mmol) in dimethyl s... RXN SMILES: [H-].[Na+].[F:3][C:4]1[CH:18]=[CH:17][C:7]2[NH:8][C:9]3[CH:16]=[CH:15][CH:14]=[CH:13][C:10]=3[O:11][CH2:12][C:6]=2[CH:5]=1.Cl[C@@H:20]1[CH2:25][CH2:24][CH2:23][N:22]([CH2:26][CH2:27][C:28]2[CH:33]=[CH:32][C:31]([N:34]3[CH2:38][CH2:37][CH2:36][CH2:35]3)=[CH:30][CH:29]=2)[CH2:21]1.C(=O)([O-])O.[Na+]>CCCCCC.CS(C)=O.C(OCC)(=O)C>[F:3][C:4]1[CH:18]=[CH:17][C:7]2[N:8]([CH2:24][C@H:23]3[CH2:25][CH2:20][CH2:21][N:22]3[CH2:26][CH2:27][C:28]3[CH:29]=[CH:30][C:31]([N:34]4[CH2:35][CH2:36][CH2:37][CH2:38]4)=[CH:32][CH:33]=3)[C:9]3[CH:16]=[CH:15][CH:14]=[CH:13][C:10]=3[O:11][CH2:12][C:6]=2[CH:5]=1 |f:0.1,4.5|. The solvent is CS(=O)C (dimethyl sulfoxide), C(C)(=O)OCC (ethyl acetate), CCCCCC (hexane), CS(=O)C (dimethyl sulfoxide). Starting materials: [Si](C)(C)(C(C)(C)C)OC=1C=CC(=C(C1)N(CC1=CC(=C(C=C1)OCCN1CCCCC1)F)CCF)C1CC2=CC=C(C=C2CC1)O[Si](C)(C)C(C)(C)C ({5-(tert-butyldimethylsilyloxy)-2-[6-(tert-butyldimethylsilyloxy)-1,2,3,4-tetrahydronaphthalen-2-yl]phenyl}(2-fluoroethyl)[3-fluoro-4-(2-piperidin-1-ylethoxy)benzyl]amine), N (ammonia), [F-].C(CCC)[N+](CCCC)(CCCC)CCCC (tetrabutylammonium fluoride), Cl.CO (hydrochloric acid methanol). Solvent: O1CCCC1 (tetrahydrofuran). Run at temperature 50 celsius, time 8 hour. Yields the product FCCN(C1=C(C=CC(=C1)O)C1CC=2C=CC(=CC2CC1)O)CC1=CC(=C(C=C1)OCCN1CCCCC1)F (6-{2-{(2-Fluoroethyl)[3-fluoro-4-(2-piperidin-1-ylethoxy)benzyl]amino}-4-hydroxyphenyl}-5,6,7,8-tetrahydronaphthalen-2-ol). The yield is 99.8%. As a reaction SMILES: [Si]([O:8][C:9]1[CH:10]=[CH:11][C:12]([CH:36]2[CH2:45][CH2:44][C:43]3[C:38](=[CH:39][CH:40]=[C:41]([O:46][Si](C(C)(C)C)(C)C)[CH:42]=3)[CH2:37]2)=[C:13]([N:15]([CH2:33][CH2:34][F:35])[CH2:16][C:17]2[CH:22]=[CH:21][C:20]([O:23][CH2:24][CH2:25][N:26]3[CH2:31][CH2:30][CH2:29][CH2:28][CH2:27]3)=[C:19]([F:32])[CH:18]=2)[CH:14]=1)(C(C)(C)C)(C)C.[F-].C([N+](CCCC)(CCCC)CCCC)CCC.Cl.CO.N>O1CCCC1>[F:35][CH2:34][CH2:33][N:15]([CH2:16][C:17]1[CH:22]=[CH:21][C:20]([O:23][CH2:24][CH2:25][N:26]2[CH2:27][CH2:28][CH2:29][CH2:30][CH2:31]2)=[C:19]([F:32])[CH:18]=1)[C:13]1[CH:14]=[C:9]([OH:8])[CH:10]=[CH:11][C:12]=1[CH:36]1[CH2:45][CH2:44][C:43]2[CH:42]=[C:41]([OH:46])[CH:40]=[CH:39][C:38]=2[CH2:37]1 |f:1.2,3.4|. Procedure details: solution of {5-(tert-butyldimethylsilyloxy)-2-[6-(tert-butyldimethylsilyloxy)-1,2,3,4-tetrahydronaphthalen-2-yl]phenyl}(2-fluoroethyl)[3-fluoro-4-(2-piperidin-1-ylethoxy)benzyl]amine (200 mg) in tetrahydrofuran (10 ml) were sequentially added tetrabutylammonium fluoride (1.0 M solution in tetrahydrofuran) (1 ml) and hydrochloric acid-methanol solution (1 ml) on an ice bath, and the solution was stirred for 8 hours at 50° C. The reaction solution was alkalinized by adding aqueous ammonia, the sol... Reactants: 43, COC1=CC=C(C=C1)N1C(CNCC1)C (1-(4-methoxyphenyl)-2-methylpiperazine), Br (hydrobromic acid). Solvent: O (water). The product is 72, Br.Br.CC1N(CCNC1)C1=CC=C(C=C1)O (4-(2-methyl-1-piperazinyl)phenol dihydrobromide). Isolated yield 97.0%. RXN SMILES: C[O:2][C:3]1[CH:8]=[CH:7][C:6]([N:9]2[CH2:14][CH2:13][NH:12][CH2:11][CH:10]2[CH3:15])=[CH:5][CH:4]=1.[BrH:16]>O>[BrH:16].[BrH:16].[CH3:15][CH:10]1[CH2:11][NH:12][CH2:13][CH2:14][N:9]1[C:6]1[CH:7]=[CH:8][C:3]([OH:2])=[CH:4][CH:5]=1 |f:3.4.5|. Procedure: A mixture of 43 parts of 1-(4-methoxyphenyl)-2-methylpiperazine and 375 parts of a hydrobromic acid solution 48% in water was stirred and refluxed overnight. The reaction mixture was evaporated and the residue was crystallized from 2-propanol. The product was filtered off and dried, yielding 72 parts (97%) of 4-(2-methyl-1-piperazinyl)phenol dihydrobromide (77).